From a dataset of the Open Reaction Database (ORD), a public repository of structured organic reaction records. describe an organic reaction: reactants, conditions, products, and yield Starting materials: C1(=CC(=CC=C1)N[C@H](C(=O)O)CC1=CC(=C(C(=C1)OC)OC)OC)C1=CC=CC=C1 ((S)-2-(Biphenyl-3-ylamino)-3-(3,4,5-trimethoxy-phenyl)-propionic acid), N[C@H](C(=O)O)CC1=CC=C(C=C1)OCC1=CC=CC=C1 ((S)-2-Amino-3-(4-benzyloxy-phenyl)-propionic acid). Product: C(C1=CC=CC=C1)OC1=CC=C(C=C1)C[C@@H](C(=O)O)NC=1C=C(C=CC1)C1=CC=CC=C1 ((S)-3-(4-Benzyloxy-phenyl)-2-(biphenyl-3-ylamino)-propionic acid). Reaction SMILES: [C:1]1([C:25]2[CH:30]=[CH:29][CH:28]=[CH:27][CH:26]=2)[CH:6]=[CH:5][CH:4]=[C:3](N[C@@H](CC2C=C(OC)C(OC)=C(OC)C=2)C(O)=O)[CH:2]=1.[NH2:31][C@@H:32]([CH2:36][C:37]1[CH:42]=[CH:41][C:40]([O:43][CH2:44][C:45]2[CH:50]=[CH:49][CH:48]=[CH:47][CH:46]=2)=[CH:39][CH:38]=1)[C:33]([OH:35])=[O:34]>>[CH2:44]([O:43][C:40]1[CH:41]=[CH:42][C:37]([CH2:36][C@H:32]([NH:31][C:27]2[CH:26]=[C:25]([C:1]3[CH:6]=[CH:5][CH:4]=[CH:3][CH:2]=3)[CH:30]=[CH:29][CH:28]=2)[C:33]([OH:35])=[O:34])=[CH:38][CH:39]=1)[C:45]1[CH:50]=[CH:49][CH:48]=[CH:47][CH:46]=1. Procedure details: The title compound is prepared as described for (S)-2-(Biphenyl-3-ylamino)-3-(3,4,5-trimethoxy-phenyl)-propionic acid (example 1) but using (S)-2-Amino-3-(4-benzyloxy-phenyl)-propionic acid (O-benzyl-L-tyrosine). Purification by MPLC (CH3CN/H2O/TFA) afforded the title compound; ES-MS: 424.3 [M+H]+; HPLC: single peak at tR=10.40 min (System 1). Starting materials: COC(NC(C(C)C)C(=O)N1C(CCC1)C=1NC(=CN1)C1=CC2=CC=C(C=C2C=C1)C1=CC=C(C=C1)C=1NC(=NC1)C1N(CCC1)C(C(NC(CC1CCOCC1)=O)C1=CC=CC=C1)=O)=O ({2-Methyl-1-[2-(5-{6-[4-(2-{1-[2-phenyl-2-(2-tetrahydro-pyran-4-yl-acetylamino)-acetyl]-pyrrolidin-2-yl}-3H-imidazol-4-yl)-phenyl]-naphthalen-2-yl}-1H-imidazol-2-yl)-pyrrolidine-1-carbonyl]-propyl}-carbamic acid methyl ester), CN(C)CC(=O)O (Dimethylamino-acetic acid). Product: COC(NC(C(C)C)C(=O)N1C(CCC1)C=1NC(=CN1)C1=CC2=CC=C(C=C2C=C1)C1=CC=C(C=C1)C=1NC(=NC1)C1N(CCC1)C(C(C1=CC=CC=C1)NC(CN(C)C)=O)=O)=O ({1-[2-(5-{6-[4-(2-{1-[2-(2-Dimethylamino-acetylamino)-2-phenyl-acetyl]-pyrrolidin-2-yl}-3H-imidazol-4-yl)-phenyl]-naphthalen-2-yl}-1H-imidazol-2-yl)-pyrrolidine-1-carbonyl]-2-methyl-propyl}-carbamic acid methyl ester). Isolated yield 99.0%. RXN SMILES: [CH3:1][O:2][C:3](=[O:66])[NH:4][CH:5]([C:9]([N:11]1[CH2:15][CH2:14][CH2:13][CH:12]1[C:16]1[NH:17][C:18]([C:21]2[CH:30]=[CH:29][C:28]3[C:23](=[CH:24][CH:25]=[C:26]([C:31]4[CH:36]=[CH:35][C:34]([C:37]5[NH:38][C:39]([CH:42]6[CH2:46][CH2:45][CH2:44][N:43]6[C:47](=[O:65])[CH:48]([C:59]6[CH:64]=[CH:63][CH:62]=[CH:61][CH:60]=6)[NH:49]C(=O)CC6CCOCC6)=[N:40][CH:41]=5)=[CH:33][CH:32]=4)[CH:27]=3)[CH:22]=2)=[CH:19][N:20]=1)=[O:10])[CH:6]([CH3:8])[CH3:7].[CH3:67][N:68]([CH2:70][C:71]([OH:73])=O)[CH3:69]>>[CH3:1][O:2][C:3](=[O:66])[NH:4][CH:5]([C:9]([N:11]1[CH2:15][CH2:14][CH2:13][CH:12]1[C:16]1[NH:17][C:18]([C:21]2[CH:30]=[CH:29][C:28]3[C:23](=[CH:24][CH:25]=[C:26]([C:31]4[CH:32]=[CH:33][C:34]([C:37]5[NH:38][C:39]([CH:42]6[CH2:46][CH2:45][CH2:44][N:43]6[C:47](=[O:65])[CH:48]([NH:49][C:71](=[O:73])[CH2:70][N:68]([CH3:69])[CH3:67])[C:59]6[CH:64]=[CH:63][CH:62]=[CH:61][CH:60]=6)=[N:40][CH:41]=5)=[CH:35][CH:36]=4)[CH:27]=3)[CH:22]=2)=[CH:19][N:20]=1)=[O:10])[CH:6]([CH3:8])[CH3:7]. Procedure details: This compound was prepared using the procedure used to prepare {2-Methyl-1-[2-(5-{6-[4-(2-{1-[2-phenyl-2-(2-tetrahydro-pyran-4-yl-acetylamino)-acetyl]-pyrrolidin-2-yl}-3H-imidazol-4-yl)-phenyl]-naphthalen-2-yl}-1H-imidazol-2-yl)-pyrrolidine-1-carbonyl]-propyl}-carbamic acid methyl ester using Dimethylamino-acetic acid (0.018 g, 0.172 mmol) to provide {1-[2-(5-{6-[4-(2-{1-[2-(2-Dimethylamino-acetylamino)-2-phenyl-acetyl]-pyrrolidin-2-yl}-3H-imidazol-4-yl)-phenyl]-naphthalen-2-yl}-1H-imidazol-2-yl... Reactants: FC1=CC=C(C=C1)N1N=CC2=CC(=CC=C12)O[C@@H]([C@H](C)N)C1=CC(=CC=C1)OC ((1R,2S)-1-[1-(4-fluorophenyl)-indazol-5-yl]oxy-1-(3-methoxyphenyl)-propan-2-amine), ClC(C(=O)OC(C)C)=O (isopropyl 2-chloro-2-oxoacetate). The product is CC(C)OC(=O)C(N[C@H]([C@@H](C1=CC(=CC=C1)OC)OC=1C=C2C=NN(C2=CC1)C1=CC=C(C=C1)F)C)=O (Propan-2-yl[(1R,2S)-1-[1-(4-fluorophenyl)indazol-5-yl]oxy-1-(3-methoxyphenyl)propan-2-yl]carbamoylformate). Reaction SMILES: [F:1][C:2]1[CH:7]=[CH:6][C:5]([N:8]2[C:16]3[C:11](=[CH:12][C:13]([O:17][C@H:18]([C:22]4[CH:27]=[CH:26][CH:25]=[C:24]([O:28][CH3:29])[CH:23]=4)[C@@H:19]([NH2:21])[CH3:20])=[CH:14][CH:15]=3)[CH:10]=[N:9]2)=[CH:4][CH:3]=1.Cl[C:31](=[O:38])[C:32]([O:34][CH:35]([CH3:37])[CH3:36])=[O:33]>>[CH3:36][CH:35]([O:34][C:32]([C:31](=[O:38])[NH:21][C@@H:19]([CH3:20])[C@H:18]([O:17][C:13]1[CH:12]=[C:11]2[C:16](=[CH:15][CH:14]=1)[N:8]([C:5]1[CH:4]=[CH:3][C:2]([F:1])=[CH:7][CH:6]=1)[N:9]=[CH:10]2)[C:22]1[CH:27]=[CH:26][CH:25]=[C:24]([O:28][CH3:29])[CH:23]=1)=[O:33])[CH3:37]. Reported procedure: Prepared as described in Example 1 using (1R,2S)-1-[1-(4-fluorophenyl)-indazol-5-yl]oxy-1-(3-methoxyphenyl)-propan-2-amine (53 mg, 0.14 mmol) and isopropyl 2-chloro-2-oxoacetate (0.035 mL, 0.27 mmol) [prepared according to G. Bucher at al, Eur J Org Chem, 545-552 (2001); b.p. 54-55° C., 30 mmHg]. Yield 54 mg (79%). Reactants: C(C)(C)(C)OC(=O)N(CCC1=C(C=C(C(=C1)OC)[N+](=O)[O-])Cl)CC1=CC=C(C=C1)N1CCN(CC1)C(=O)OC(C)(C)C (tert-butyl 4-(4-((tert-butoxycarbonyl (2-chloro-5-methoxy-4-nitrophenethyl)amino)methyl)phenyl)piperazine-1-carboxylate), [NH4+].[Cl-] (NH4Cl). The reagents and catalysts are [Zn] (zinc). The solvent is CO (methanol). Run at temperature 75 celsius, time 1 hour. Yields the product C(C)(C)(C)OC(=O)N1CCN(CC1)C1=CC=C(C=C1)CN(C(=O)OC(C)(C)C)CCC1=C(C=C(C(=C1)OC)N)Cl (Tert-butyl-4-(4-(((4-amino-2-chloro-5-methoxyphenethyl)(tert-butoxycarbonyl)amino)methyl)phenyl)piperazine-1-carboxylate). The yield is 96.5%. Reaction SMILES: [C:1]([O:5][C:6]([N:8]([CH2:23][C:24]1[CH:29]=[CH:28][C:27]([N:30]2[CH2:35][CH2:34][N:33]([C:36]([O:38][C:39]([CH3:42])([CH3:41])[CH3:40])=[O:37])[CH2:32][CH2:31]2)=[CH:26][CH:25]=1)[CH2:9][CH2:10][C:11]1[CH:16]=[C:15]([O:17][CH3:18])[C:14]([N+:19]([O-])=O)=[CH:13][C:12]=1[Cl:22])=[O:7])([CH3:4])([CH3:3])[CH3:2].[NH4+].[Cl-]>CO.[Zn]>[C:39]([O:38][C:36]([N:33]1[CH2:34][CH2:35][N:30]([C:27]2[CH:28]=[CH:29][C:24]([CH2:23][N:8]([CH2:9][CH2:10][C:11]3[CH:16]=[C:15]([O:17][CH3:18])[C:14]([NH2:19])=[CH:13][C:12]=3[Cl:22])[C:6]([O:5][C:1]([CH3:3])([CH3:2])[CH3:4])=[O:7])=[CH:25][CH:26]=2)[CH2:31][CH2:32]1)=[O:37])([CH3:40])([CH3:41])[CH3:42] |f:1.2|. Procedure details: To a solution of tert-butyl 4-(4-((tert-butoxycarbonyl (2-chloro-5-methoxy-4-nitrophenethyl)amino)methyl)phenyl)piperazine-1-carboxylate (0.480 g, 0.793 mmol) in methanol (15 mL), a saturated solution of NH4Cl (10 mL) and zinc powder (0.257 g, 3.96 mmol) were added at room temperature and the reaction stirred at 70-80° C. for 1 hour. The mixture was allowed to cool to room temperature and filtered through a celite pad. Water (40 mL) was added to the filtrate and the mixture extracted with EtOAc ... Reactants: CC(C)(C)OC(=O)Nc1ccc2onc(OCC(CO)NC(=O)OC(C)(C)C)c2c1, ClCCl, O=C=NS(=O)(=O)Cl. Product: CC(C)(C)OC(=O)Nc1ccc2onc(OCC(COC(N)=O)NC(=O)OC(C)(C)C)c2c1. RXN SMILES: [C:1]([CH3:2])([CH3:3])([CH3:4])[O:5][C:6](=[O:7])[NH:8][c:9]1[cH:10][cH:11][c:12]2[c:13]([c:14]([O:17][CH2:18][CH:19]([CH2:20][OH:21])[NH:22][C:23](=[O:24])[O:25][C:26]([CH3:27])([CH3:28])[CH3:29])[n:15][o:16]2)[cH:30]1.[CH2:38]([Cl:39])[Cl:40].[Cl:31][S:32](=[O:33])(=[O:34])[N:35]=[C:36]=[O:37]>>[C:1]([CH3:2])([CH3:3])([CH3:4])[O:5][C:6](=[O:7])[NH:8][c:9]1[cH:10][cH:11][c:12]2[c:13]([c:14]([O:17][CH2:18][CH:19]([CH2:20][O:21][C:36]([NH2:35])=[O:37])[NH:22][C:23](=[O:24])[O:25][C:26]([CH3:27])([CH3:28])[CH3:29])[n:15][o:16]2)[cH:30]1. Reactants: CNCC(O)c1ccc(CN(C)C)cc1, CCN(C(C)C)C(C)C, Cc1c(CCl)sc2c(=O)c(C(=O)NCc3ccc(Cl)cc3)cn(C)c12, CN(C)C=O, O. As a reaction SMILES: [CH3:26][N:27]([CH3:28])[CH2:29][c:30]1[cH:31][cH:32][c:33]([CH:36]([CH2:37][NH:38][CH3:39])[OH:40])[cH:34][cH:35]1.[CH:41]([N:42]([CH:43]([CH3:44])[CH3:45])[CH2:46][CH3:47])([CH3:48])[CH3:49].[Cl:1][c:2]1[cH:3][cH:4][c:5]([CH2:6][NH:7][C:8](=[O:9])[c:10]2[c:11](=[O:23])[c:12]3[c:13]([n:14]([CH3:16])[cH:15]2)[c:17]([CH3:22])[c:18]([CH2:20][Cl:21])[s:19]3)[cH:24][cH:25]1.[O:50]=[CH:51][N:52]([CH3:53])[CH3:54].[OH2:55]>>[Cl:1][c:2]1[cH:3][cH:4][c:5]([CH2:6][NH:7][C:8](=[O:9])[c:10]2[c:11](=[O:23])[c:12]3[c:13]([n:14]([CH3:16])[cH:15]2)[c:17]([CH3:22])[c:18]([CH2:20][N:38]([CH2:37][CH:36]([c:33]2[cH:32][cH:31][c:30]([CH2:29][N:27]([CH3:26])[CH3:28])[cH:35][cH:34]2)[OH:40])[CH3:39])[s:19]3)[cH:24][cH:25]1. Product: Cc1c(CN(C)CC(O)c2ccc(CN(C)C)cc2)sc2c(=O)c(C(=O)NCc3ccc(Cl)cc3)cn(C)c12. Reactants: C(C)(=O)OC1CCCC2(C(=CCC12)C(CC(CO)Cl)C)C (7-(acetyloxy)-β-chloro-3a,4,5,6,7,7a-hexahydro-δ,3a-dimethyl-1H-indene-3-butanol), C1(=CC=C(C=C1)S(=O)(=O)Cl)C (p-toluenesulfonyl chloride), [Br-].[Li+] (lithium bromide), O (Water). The solvent is ClCCl (dichloromethane), N1=CC=CC=C1 (pyridine), ice water. Reaction conditions: temperature 0 celsius, time 8 hour. Yields the product C(C)(=O)OC1CCCC2(C(=CCC12)C(CC(CBr)Cl)C)C (7-(acetyloxy)-3-(3-chloro-4-bromo-1-methylbutyl)-3a,4,5,6,7,7a-hexahydro-3a-methyl-1H-indene). Reaction SMILES: [C:1]([O:4][CH:5]1[CH:13]2[C:9]([CH3:21])([C:10]([CH:14]([CH3:20])[CH2:15][CH:16]([Cl:19])[CH2:17]O)=[CH:11][CH2:12]2)[CH2:8][CH2:7][CH2:6]1)(=[O:3])[CH3:2].C1(C)C=CC(S(Cl)(=O)=O)=CC=1.O.[Br-:34].[Li+]>ClCCl.N1C=CC=CC=1>[C:1]([O:4][CH:5]1[CH:13]2[C:9]([CH3:21])([C:10]([CH:14]([CH3:20])[CH2:15][CH:16]([Cl:19])[CH2:17][Br:34])=[CH:11][CH2:12]2)[CH2:8][CH2:7][CH2:6]1)(=[O:3])[CH3:2] |f:3.4|. Procedure: A solution of 1.50 g (4.76 mmol) of [3aS-[3(βS*,δR*), 3aα,7β,7aβ]]-7-(acetyloxy)-β-chloro-3a,4,5,6,7,7a-hexahydro-δ,3a-dimethyl-1H-indene-3-butanol in 20 mL of dichloromethane and 20 mL of pyridine was treated at 0° C. and under argon with 4.50 g (23.60 mmol) of p-toluenesulfonyl chloride and then stirred overnight at 0° C. Water (8 mL) was then added and, after stirring the resulting mixture for 1 hour at room temperature, the solvents were removed in vacuo and the residue diluted with water an...